From a dataset of the Open Reaction Database (ORD), a public repository of structured organic reaction records. describe an organic reaction: reactants, conditions, products, and yield Starting materials: ClCC1=CC=C(C=C1)COC1=C2C(C(OC2=CC=C1)=C(C)C)=O (4-(4-chloromethyl-phenylmethoxy)-2-isopropylidenecoumaran-3-one), C([O-])([O-])=O.[K+].[K+] (potassium carbonate), FC1=CC=C(C(=O)NC2CCNCC2)C=C1 (4-(4-fluorobenzamido)piperidine). Run in CN(C=O)C (dimethylformamide). Conditions: temperature 60 celsius. Product: FC1=CC=C(C(=O)NC2CCN(CC2)CC2=CC=C(C=C2)COC2=C3C(C(OC3=CC=C2)=C(C)C)=O)C=C1 (4-{4-[4-(4-fluorobenzamido)piperidinomethyl]phenylmethoxyl}-2-isopropylidenecoumaran-3-one). The yield is 20.2%. As a reaction SMILES: Cl[CH2:2][C:3]1[CH:8]=[CH:7][C:6]([CH2:9][O:10][C:11]2[CH:19]=[CH:18][CH:17]=[C:16]3[C:12]=2[C:13](=[O:23])[C:14](=[C:20]([CH3:22])[CH3:21])[O:15]3)=[CH:5][CH:4]=1.C(=O)([O-])[O-].[K+].[K+].[F:30][C:31]1[CH:45]=[CH:44][C:34]([C:35]([NH:37][CH:38]2[CH2:43][CH2:42][NH:41][CH2:40][CH2:39]2)=[O:36])=[CH:33][CH:32]=1>CN(C)C=O>[F:30][C:31]1[CH:45]=[CH:44][C:34]([C:35]([NH:37][CH:38]2[CH2:43][CH2:42][N:41]([CH2:2][C:3]3[CH:8]=[CH:7][C:6]([CH2:9][O:10][C:11]4[CH:19]=[CH:18][CH:17]=[C:16]5[C:12]=4[C:13](=[O:23])[C:14](=[C:20]([CH3:22])[CH3:21])[O:15]5)=[CH:5][CH:4]=3)[CH2:40][CH2:39]2)=[O:36])=[CH:33][CH:32]=1 |f:1.2.3|. Procedure: A mixture of 570 mg 4-(4-chloromethyl-phenylmethoxy)-2-isopropylidenecoumaran-3-one (preparation 2), 240 mg potassium carbonate, 400 mg 4-(4-fluorobenzamido)piperidine and 15 ml dimethylformamide is warmed to 60° C. for 3 hours, then evaporated, mixed with water and extracted with ethyl acetate. After evaporation of the extract, the residue (0.6 g) is purified by silica gel chromatography (eluent ethyl acetate) to give 180 mg (19%) of the desired compound, m.p. 205-208° C. The reactants are BrC1=C2C=CNC2=CC=C1 (4-bromoindole), FC1=CC=C(C=C1)B(O)O (4-fluorophenylboronic acid), aqueous solution, C([O-])([O-])=O.[Na+].[Na+] (sodium carbonate), C1(=CC=CC=C1)C (toluene). The reagents and catalysts are C=1C=CC(=CC1)[P](C=2C=CC=CC2)(C=3C=CC=CC3)[Pd]([P](C=4C=CC=CC4)(C=5C=CC=CC5)C=6C=CC=CC6)([P](C=7C=CC=CC7)(C=8C=CC=CC8)C=9C=CC=CC9)[P](C=1C=CC=CC1)(C=1C=CC=CC1)C=1C=CC=CC1 (tetrakis(triphenylphosphine)palladium). Run in C(C)(=O)OCC (ethyl acetate). Run at temperature 0 celsius, time 1 hour. Yields the product FC=1C=C(C=CC1)C=CC1=CNC2=CC=CC=C12 (3-[2-(3-Fluorophenyl)vinyl]indole). Yield: 46.0%. RXN SMILES: Br[C:2]1[CH:10]=[CH:9][CH:8]=[C:7]2[C:3]=1[CH:4]=[CH:5][NH:6]2.[F:11][C:12]1[CH:17]=[CH:16][C:15](B(O)O)=[CH:14][CH:13]=1.C(=O)([O-])[O-].[Na+].[Na+].[C:27]1(C)C=CC=C[CH:28]=1>C1C=CC([P]([Pd]([P](C2C=CC=CC=2)(C2C=CC=CC=2)C2C=CC=CC=2)([P](C2C=CC=CC=2)(C2C=CC=CC=2)C2C=CC=CC=2)[P](C2C=CC=CC=2)(C2C=CC=CC=2)C2C=CC=CC=2)(C2C=CC=CC=2)C2C=CC=CC=2)=CC=1.C(OCC)(=O)C>[F:11][C:12]1[CH:17]=[C:16]([CH:27]=[CH:28][C:4]2[C:3]3[C:7](=[CH:8][CH:9]=[CH:10][CH:2]=3)[NH:6][CH:5]=2)[CH:15]=[CH:14][CH:13]=1 |f:2.3.4,^1:37,39,58,77|. Procedure: A mixture of 4-bromoindole (1.0 g), which had been synthesized according to the method of J. Org. Chem. (1986, Vol. 5, No. 26, p. 5106.), 4-fluorophenylboronic acid (1.1 g), tetrakis(triphenylphosphine)palladium (0.24 g), a 10% aqueous solution (10 ml) of sodium carbonate and toluene (20 ml) was heated under reflux for 4 hr. Then ethyl acetate was added to the reaction solution and the layers were separated. The organic layer was washed with brine and dried over anhydrous magnesium sulfate. The ... Reactants: [Al+3], CCCc1ncccc1C(=O)OCC, [H-], [H-], [H-], [H-], [Li+]. The product is CCCc1ncccc1CO. As a reaction SMILES: [Al+3:16].[CH2:1]([CH2:2][CH3:3])[c:4]1[n:5][cH:6][cH:7][cH:8][c:9]1[C:10](=[O:11])[O:12][CH2:13][CH3:14].[H-:15].[H-:18].[H-:19].[H-:20].[Li+:17]>>[CH2:1]([CH2:2][CH3:3])[c:4]1[n:5][cH:6][cH:7][cH:8][c:9]1[CH2:10][OH:11]. Reactants: C1(CCCCC1)CC1N(CCCC1)CCC1=C(NC2=CC=C(C=C12)OC)C (3-[2-(2-cyclohexylmethylpiperidino)ethyl]-5-methoxy-2-methylindole), [H-].[Na+] (sodium hydride), [Na] (sodium), FC1=C(C(=O)Cl)C=CC(=C1)F (2,4-difluorobenzoyl chloride). The solvent is CN(C)C=O (DMF). Yields the product FC1=C(C(=O)N2C(=C(C3=CC(=CC=C23)OC)CCN2C(CCCC2)CC2CCCCC2)C)C=CC(=C1)F (1-(2,4-Difluorobenzoyl)-3-[2-(2-cyclohexylmethylpiperidino)ethyl]-5-methoxy-2-methylindole). Reaction SMILES: [CH:1]1([CH2:7][CH:8]2[CH2:13][CH2:12][CH2:11][CH2:10][N:9]2[CH2:14][CH2:15][C:16]2[C:24]3[C:19](=[CH:20][CH:21]=[C:22]([O:25][CH3:26])[CH:23]=3)[NH:18][C:17]=2[CH3:27])[CH2:6][CH2:5][CH2:4][CH2:3][CH2:2]1.[H-].[Na+].[Na].[F:31][C:32]1[CH:40]=[C:39]([F:41])[CH:38]=[CH:37][C:33]=1[C:34](Cl)=[O:35]>CN(C=O)C>[F:31][C:32]1[CH:40]=[C:39]([F:41])[CH:38]=[CH:37][C:33]=1[C:34]([N:18]1[C:19]2[C:24](=[CH:23][C:22]([O:25][CH3:26])=[CH:21][CH:20]=2)[C:16]([CH2:15][CH2:14][N:9]2[CH2:10][CH2:11][CH2:12][CH2:13][CH:8]2[CH2:7][CH:1]2[CH2:6][CH2:5][CH2:4][CH2:3][CH2:2]2)=[C:17]1[CH3:27])=[O:35] |f:1.2,^1:29|. Procedure details: 1-(2,4-Difluorobenzoyl)-3-[2-(2-cyclohexylmethylpiperidino)ethyl]-5-methoxy-2-methylindole is prepared by reaction of 3-[2-(2-cyclohexylmethylpiperidino)ethyl]-5-methoxy-2-methylindole with sodium hydride in DMF and reaction of the resulting sodium salt with 2,4-difluorobenzoyl chloride following the procedure described above in Example 1. Starting materials: CNCCCO (3-methylamino-propan-1-ol), ClC(=O)OC(Cl)(Cl)Cl (trichloromethyl chloroformate), C(CCCCCCC\C=C/C\C=C/CCCCC)C(O)CCCCCCCC\C=C/C\C=C/CCCCC (dilinoleyl methanol), N1=CC=CC=C1 (pyridine). Solvent: CCOCC (Et2O), CCOCC (Et2O), CCOCC (Et2O). Conditions: time 1 hour. The product is OCCCN(C(OC(CCCCCCCC\C=C/C\C=C/CCCCC)CCCCCCCC\C=C/C\C=C/CCCCC)=O)C ((6Z,9Z,28Z,31Z)-heptatriaconta-6,9,28,31-tetraen-19-yl (3-hydroxypropyl)(methyl)carbamate). Yield: 78.4%. Reaction SMILES: ClC([O:4][C:5](Cl)(Cl)Cl)=O.[CH2:9]([CH:27]([CH2:29][CH2:30][CH2:31][CH2:32][CH2:33][CH2:34][CH2:35][CH2:36]/[CH:37]=[CH:38]\[CH2:39]/[CH:40]=[CH:41]\[CH2:42][CH2:43][CH2:44][CH2:45][CH3:46])[OH:28])[CH2:10][CH2:11][CH2:12][CH2:13][CH2:14][CH2:15][CH2:16]/[CH:17]=[CH:18]\[CH2:19]/[CH:20]=[CH:21]\[CH2:22][CH2:23][CH2:24][CH2:25][CH3:26].N1C=CC=CC=1.[CH3:53][NH:54][CH2:55][CH2:56][CH2:57][OH:58]>CCOCC>[OH:58][CH2:57][CH2:56][CH2:55][N:54]([CH3:53])[C:5](=[O:4])[O:28][CH:27]([CH2:29][CH2:30][CH2:31][CH2:32][CH2:33][CH2:34][CH2:35][CH2:36]/[CH:37]=[CH:38]\[CH2:39]/[CH:40]=[CH:41]\[CH2:42][CH2:43][CH2:44][CH2:45][CH3:46])[CH2:9][CH2:10][CH2:11][CH2:12][CH2:13][CH2:14][CH2:15][CH2:16]/[CH:17]=[CH:18]\[CH2:19]/[CH:20]=[CH:21]\[CH2:22][CH2:23][CH2:24][CH2:25][CH3:26]. Reported procedure: A solution of trichloromethyl chloroformate (340 μL, 2.8 mmol) in anhydrous Et2O (5 mL) was cooled (−15° C.) and treated with a solution of dilinoleyl methanol (1.0 g, 1.9 mmol) and pyridine (230 μL, 2.8 mmol) in Et2O (5 mL). After stirring (1 h) the reaction mixture was filtered through a frit and the filtrate was added, dropwise, to a cool (0° C.) solution of 3-methylamino-propan-1-ol (1.1 mL, 11.3 mmol) in Et2O (5 mL). After stirring (5 min) the reaction mixture was filtered and concentrated.... Reactants: C(N)(=O)CC(CC(=O)O)C1=C(C=CC=C1)C(F)(F)F (4-Carbamoyl-3-(2-trifluoromethylphenyl)butanoic acid), B#B.O1CCCC1 (diborane tetrahydrofuran). The solvent is C(Cl)Cl (methylene chloride). Run at time 2 hour. Product: OCCC(CC(=O)N)C1=C(C=CC=C1)C(F)(F)F (5-hydroxy-3-(2-trifluoromethylphenyl)pentanoic acid amide). Isolated yield 63.3%. RXN SMILES: [C:1]([CH2:4][CH:5]([C:10]1[CH:15]=[CH:14][CH:13]=[CH:12][C:11]=1[C:16]([F:19])([F:18])[F:17])[CH2:6][C:7](O)=[O:8])(=[O:3])[NH2:2].B#B.O1CCCC1>C(Cl)Cl>[OH:8][CH2:7][CH2:6][CH:5]([C:10]1[CH:15]=[CH:14][CH:13]=[CH:12][C:11]=1[C:16]([F:17])([F:18])[F:19])[CH2:4][C:1]([NH2:2])=[O:3] |f:1.2|. Reported procedure: 4-Carbamoyl-3-(2-trifluoromethylphenyl)butanoic acid (646 mg) was dissolved in methylene chloride (32 mL), and a diborane-tetrahydrofuran solution (7.12 mL) was added at 0° C. After stirring at room temperature for two hours, the reaction solution was cooled to 0° C. The reaction was terminated with 1 N hydrochloric acid, followed by dilution with ethyl acetate. The organic layer was washed with 1 N sodium hydroxide and brine and dried over magnesium sulfate. Concentration under reduced pressure... The reactants are BrC1=NNC2=C1C=NC=C2 (3-bromo-1H-pyrazolo[4,3-c]pyridine), [H-].[Na+] (sodium hydride), C(C1=CC=CC=C1)(C1=CC=CC=C1)(C1=CC=CC=C1)Cl (trityl chloride). Run in ClCCl (dichloromethane), CN(C=O)C (dimethylformamide). Reaction conditions: time 15 minute. Yields the product BrC1=NN(C2=C1C=NC=C2)C(C2=CC=CC=C2)(C2=CC=CC=C2)C2=CC=CC=C2 (3-Bromo-1-trityl-1H-pyrazolo[4,3-c]pyridine). The yield is 50.6%. As a reaction SMILES: [Br:1][C:2]1[C:6]2[CH:7]=[N:8][CH:9]=[CH:10][C:5]=2[NH:4][N:3]=1.[H-].[Na+].[C:13](Cl)([C:26]1[CH:31]=[CH:30][CH:29]=[CH:28][CH:27]=1)([C:20]1[CH:25]=[CH:24][CH:23]=[CH:22][CH:21]=1)[C:14]1[CH:19]=[CH:18][CH:17]=[CH:16][CH:15]=1>CN(C)C=O.ClCCl>[Br:1][C:2]1[C:6]2[CH:7]=[N:8][CH:9]=[CH:10][C:5]=2[N:4]([C:13]([C:14]2[CH:19]=[CH:18][CH:17]=[CH:16][CH:15]=2)([C:26]2[CH:27]=[CH:28][CH:29]=[CH:30][CH:31]=2)[C:20]2[CH:21]=[CH:22][CH:23]=[CH:24][CH:25]=2)[N:3]=1 |f:1.2|. Procedure: To a solution of 4.69 g of 3-bromo-1H-pyrazolo[4,3-c]pyridine in 72 mL of dimethylformamide was added 1.42 g of sodium hydride at room temperature and stirred for 15 minutes, and then added with 6.6 g of trityl chloride and stirred at this temperature for a day. The solution was diluted with dichloromethane, and the organic layer was washed successively with saturated aqueous ammonium chloride and saturated brine, dried over anhydrous magnesium sulfate, and the solvent was evaporated. The precip...